This data is from the Open Reaction Database (ORD), a public repository of structured organic reaction records. The task is: describe an organic reaction: reactants, conditions, products, and yield Reactants: CCN=C=NCCCN(C)C, CN1CCOCC1, CCCOC1CN(C(=O)OCC)CCC1NC(=O)c1cc(Cl)c(C)[nH]1, Cc1[nH]c(C(=O)O)c(Cl)c1Cl, ClCCl, Cl, On1nnc2ccccc21. The product is CCCOC1CN(C(=O)OCC)CCC1NC(=O)c1[nH]c(C)c(Cl)c1Cl. Reaction SMILES: [CH2:55]([N:56]=[C:57]=[N:58][CH2:59][CH2:60][CH2:61][N:62]([CH3:63])[CH3:64])[CH3:65].[CH3:47][N:48]1[CH2:49][CH2:50][O:51][CH2:52][CH2:53]1.[Cl:12][c:13]1[cH:14][c:15]([C:16](=[O:17])[NH:21][CH:22]2[CH:23]([O:33][CH2:34][CH2:35][CH3:36])[CH2:24][N:25]([C:28](=[O:29])[O:30][CH2:31][CH3:32])[CH2:26][CH2:27]2)[nH:18][c:19]1[CH3:20].[Cl:1][c:2]1[c:3]([C:9](=[O:10])[OH:11])[nH:4][c:5]([CH3:8])[c:6]1[Cl:7].[Cl:66][CH2:67][Cl:68].[ClH:54].[OH:37][n:38]1[c:39]2[cH:40][cH:41][cH:42][cH:43][c:44]2[n:45][n:46]1>>[Cl:1][c:2]1[c:3]([C:9](=[O:11])[NH:21][CH:22]2[CH:23]([O:33][CH2:34][CH2:35][CH3:36])[CH2:24][N:25]([C:28](=[O:29])[O:30][CH2:31][CH3:32])[CH2:26][CH2:27]2)[nH:4][c:5]([CH3:8])[c:6]1[Cl:7]. Starting materials: CC(C)(C)[Si](C)(C)OCCBr, C1CCOC1, CC(C)(C)OC(=O)N1CCCC(C(C)(O)c2cccc(Cl)c2)C1, [H-], [Na+]. Product: CC(C)(C)OC(=O)N1CCCC(C(C)(OCCO[Si](C)(C)C(C)(C)C)c2cccc(Cl)c2)C1. RXN SMILES: [Br:26][CH2:27][CH2:28][O:29][Si:30]([CH3:31])([CH3:32])[C:33]([CH3:34])([CH3:35])[CH3:36].[CH2:37]1[O:38][CH2:39][CH2:40][CH2:41]1.[Cl:1][c:2]1[cH:3][c:4]([C:8]([CH3:9])([OH:10])[CH:11]2[CH2:12][N:13]([C:17](=[O:18])[O:19][C:20]([CH3:21])([CH3:22])[CH3:23])[CH2:14][CH2:15][CH2:16]2)[cH:5][cH:6][cH:7]1.[H-:25].[Na+:24]>>[Cl:1][c:2]1[cH:3][c:4]([C:8]([CH3:9])([O:10][CH2:27][CH2:28][O:29][Si:30]([CH3:31])([CH3:32])[C:33]([CH3:34])([CH3:35])[CH3:36])[CH:11]2[CH2:12][N:13]([C:17](=[O:18])[O:19][C:20]([CH3:21])([CH3:22])[CH3:23])[CH2:14][CH2:15][CH2:16]2)[cH:5][cH:6][cH:7]1. Starting materials: Cl (HCl), CS(=O)(=O)C1=CC=C(C=C1)O (4-methanesulfonylphenol), [OH-].[Na+] (sodium hydroxide), O1C(C=CC=C1)OCCBr (2-(2-Pyranyloxy)ethylbromide). Run in CO (methanol), CC(=O)N(C)C (DMA). Product: CS(=O)(=O)C1=CC=C(OCCO)C=C1 (2-(4-methanesulfonylphenoxy)ethanol). Yield: 37.9%. Reaction SMILES: [CH3:1][S:2]([C:5]1[CH:10]=[CH:9][C:8]([OH:11])=[CH:7][CH:6]=1)(=[O:4])=[O:3].[OH-].[Na+].[O:14]1C=CC=[CH:16][CH:15]1OCCBr.Cl>CO.CC(N(C)C)=O>[CH3:1][S:2]([C:5]1[CH:10]=[CH:9][C:8]([O:11][CH2:16][CH2:15][OH:14])=[CH:7][CH:6]=1)(=[O:3])=[O:4] |f:1.2|. Procedure details: A mixture of 4-methanesulfonylphenol (1.72 g, 10 mmol), DMA (25 ml) and 4 N sodium hydroxide (7 ml) was stirred under an atmosphere of nitrogen. 2-(2-Pyranyloxy)ethylbromide (2.8 g, 14 mmol) was added dropwise and then the mixture was stirred overnight at ambient temperature. The solvent was evaporated in vacuo and the residue was taken up in water (100 ml). The aqueous mixture was extracted with ethyl acetate (2×100 ml) and the combined organic extracts were washed with a 0.5 N sodium hydroxide... Reactants: C(C1=CC=CC=C1)N1C=CC2=CC=CC=C12 (1-benzylindole), C(CCCCC)(=O)C1=CNC2=CC=CC=C12 (3-hexanoylindole), 3-hexanoxyl-1-tosylindole, C(CCCCCCCCCCC)(=O)C1=CNC2=CC=CC=C12 (3-dodecanoylindole), C(CCCCCCCCCCC)C1=CNC2=CC=CC=C12 (3-dodecylindole), C(CCCCCCCCCCC)(=O)C1=CN(C2=CC=CC=C12)S(=O)(=O)C1=CC=C(C)C=C1 (3-dodecanoyl-1-tosylindole), S(=O)(=O)(C1=CC=C(C)C=C1)N1C=CC2=CC=CC=C12 (1-tosylindole), S(=O)(=O)(C1=CC=C(C)C=C1)N1C=CC2=CC=CC=C12 (1-tosylindole), C(CCCCC)C1=CNC2=CC=CC=C12 (3-hexylindole). Product: C(CCCCCCC)N1C=CC2=CC=CC=C12 (1-octylindole). Reported procedure: 1-benzylindole; 1-tosylindole; 1-tosylindole; 3-hexanoxyl-1-tosylindole; 3-hexanoylindole; 3-hexylindole; 3-dodecanoyl-1-tosylindole; 3-dodecanoylindole and 3-dodecylindole. RXN SMILES: [CH2:1]([N:8]1[C:16]2[C:11](=[CH:12][CH:13]=[CH:14][CH:15]=2)[CH:10]=[CH:9]1)[C:2]1[CH:7]=[CH:6][CH:5]=[CH:4][CH:3]=1.S(N1C2C(=CC=CC=2)C=C1)([C:20]1C=CC(C)=CC=1)(=O)=O.C(C1C2C(=CC=CC=2)NC=1)(=O)CCCCC.C(C1C2C(=CC=CC=2)NC=1)CCCCC.C(C1C2C(=CC=CC=2)N(S(C2C=CC(C)=CC=2)(=O)=O)C=1)(=O)CCCCCCCCCCC.C(C1C2C(=CC=CC=2)NC=1)(=O)CCCCCCCCCCC.C(C1C2C(=CC=CC=2)NC=1)CCCCCCCCCCC>>[CH2:1]([N:8]1[C:16]2[C:11](=[CH:12][CH:13]=[CH:14][CH:15]=2)[CH:10]=[CH:9]1)[CH2:2][CH2:7][CH2:6][CH2:5][CH2:4][CH2:3][CH3:20]. Reactants: C(=O)([O-])[O-].[Na+].[Na+] (Na2CO3), B(F)(F)F.CCOCC (BF3 Et2O), C(C)[SiH](CC)CC (triethylsilane), C(C)OC(C(C(O)C1=CC=C(C=C1)OCC1=CC=CC=C1)(C)OC1=CC=C(C=C1)C)=O (3-(4-Benzyloxyphenyl)-3-hydroxy-2-(p-tolyloxy)-2-methylpropionic acid ethyl ester). Run in C(Cl)Cl (CH2Cl2). Run at time 2 hour. The product is C(C)OC(C(CC1=CC=C(C=C1)OCC1=CC=CC=C1)(C)OC1=CC=C(C=C1)C)=O (2-(p-tolyloxy)-3-(4-benzyloxyphenyl)-2-methyl-propionic acid ethyl ester). RXN SMILES: [CH2:1]([O:3][C:4](=[O:31])[C:5]([O:23][C:24]1[CH:29]=[CH:28][C:27]([CH3:30])=[CH:26][CH:25]=1)([CH3:22])[CH:6]([C:8]1[CH:13]=[CH:12][C:11]([O:14][CH2:15][C:16]2[CH:21]=[CH:20][CH:19]=[CH:18][CH:17]=2)=[CH:10][CH:9]=1)O)[CH3:2].B(F)(F)F.CCOCC.C([SiH](CC)CC)C.C([O-])([O-])=O.[Na+].[Na+]>C(Cl)Cl>[CH2:1]([O:3][C:4](=[O:31])[C:5]([O:23][C:24]1[CH:25]=[CH:26][C:27]([CH3:30])=[CH:28][CH:29]=1)([CH3:22])[CH2:6][C:8]1[CH:9]=[CH:10][C:11]([O:14][CH2:15][C:16]2[CH:21]=[CH:20][CH:19]=[CH:18][CH:17]=2)=[CH:12][CH:13]=1)[CH3:2] |f:1.2,4.5.6|. Procedure: 3-(4-Benzyloxyphenyl)-3-hydroxy-2-(p-tolyloxy)-2-methylpropionic acid ethyl ester (9.5 mmol) in anhydrous CH2Cl2 (30 mL) was cooled to 0° C. and treated with BF3-Et2O (1.16 mL, 9.5 mmol) and triethylsilane (1.51 mL, 9.5 mmol). The mixture was stirred for 2 h and gradually warmed to ambient temperature. Saturated aqueous Na2CO3 (15 mL) was added and the mixture was stirred vigorously. The solution was partitioned and the organic layer was washed twice with water and brine, dried over Na2SO4, and ... Procedure details: By proceeding in a similar manner to that described above in Example 1(m) for the preparation of 3,4-di(2-tetrahydropyranyloxy)-2-[3-(2-tetrahydropyranyloxy)octyl]cyclopentane carbaldehyde, but substituting the appropriate quantity of 2-(7-acetoxyheptyl)-3-cyano-5-(2-tetrahydropyranyloxy)cyclopentanone [prepared as described above in Example 2(d)] for the 3,4-di(2-tetrahydropyranyloxy)-2-[3-(2-tetrahydropyranyloxy)octyl]cyclopentane carbonitrile used as starting material, there was prepared 3-fo... RXN SMILES: O1CCCCC1[O:7][CH:8]1[CH:12]([O:13][CH:14]2[CH2:19][CH2:18][CH2:17][CH2:16][O:15]2)[CH2:11][CH:10]([CH:20]=[O:21])[CH:9]1[CH2:22][CH2:23][CH:24](OC1CCCCO1)[CH2:25][CH2:26][CH2:27][CH2:28]C.C(OCCCCCCCC1C(C#N)CC(OC2CCCCO2)C1=O)(=[O:39])C.O1CCCCC1OC1C(OC2CCCCO2)CC(C#N)C1CCC(OC1CCCCO1)CCCCC.O1CCCCC1OC1C(O)CCC1>>[CH:20]([CH:10]1[CH2:11][CH:12]([O:13][CH:14]2[CH2:19][CH2:18][CH2:17][CH2:16][O:15]2)[CH:8]([OH:7])[CH:9]1[CH2:22][CH2:23][CH2:24][CH2:25][CH2:26][CH2:27][CH2:28][OH:39])=[O:21]. Yields the product C(=O)C1C(C(C(C1)OC1OCCCC1)O)CCCCCCCO (3-formyl-2-(7-hydroxyheptyl)-5(2-tetrahydropyranyloxy)cyclopentanol). Starting materials: O1C(CCCC1)OC1C(C(CC1OC1OCCCC1)C=O)CCC(CCCCC)OC1OCCCC1 (3,4-di(2-tetrahydropyranyloxy)-2-[3-(2-tetrahydropyranyloxy)octyl]cyclopentane carbaldehyde), O1C(CCCC1)OC1CCCC1O (5-(2 -tetrahydropyranyloxy)cyclopentanol), C(C)(=O)OCCCCCCCC1C(C(CC1C#N)OC1OCCCC1)=O (2-(7-acetoxyheptyl)-3-cyano-5-(2-tetrahydropyranyloxy)cyclopentanone), O1C(CCCC1)OC1C(C(CC1OC1OCCCC1)C#N)CCC(CCCCC)OC1OCCCC1 (3,4-di(2-tetrahydropyranyloxy)-2-[3-(2-tetrahydropyranyloxy)octyl]cyclopentane carbonitrile). The reactants are O (water), BrC1=CC(=C(N)C=C1OC(C)C)F (4-Bromo-2-fluoro-5-isopropoxyaniline), C1(C2=C(C(=O)O1)CCCC2)=O (3,4,5,6-tetrahydrophthalic anhydride), resultant mixture. Solvent: C(C)(=O)O (acetic acid). Yields the product BrC1=CC(=C(C=C1OC(C)C)N1C(C2=C(C1=O)CCCC2)=O)F (N-(4-bromo-2-fluoro-5-isopropoxyphenyl)-3,4,5,6-tetrahydrophthalimide). Yield: 51.9%. RXN SMILES: [Br:1][C:2]1[C:8]([O:9][CH:10]([CH3:12])[CH3:11])=[CH:7][C:5]([NH2:6])=[C:4]([F:13])[CH:3]=1.[C:14]1(=O)[O:19][C:17](=[O:18])[C:16]2[CH2:20][CH2:21][CH2:22][CH2:23][C:15]1=2.O>C(O)(=O)C>[Br:1][C:2]1[C:8]([O:9][CH:10]([CH3:11])[CH3:12])=[CH:7][C:5]([N:6]2[C:17](=[O:18])[C:16]3[CH2:20][CH2:21][CH2:22][CH2:23][C:15]=3[C:14]2=[O:19])=[C:4]([F:13])[CH:3]=1. Procedure: 4-Bromo-2-fluoro-5-isopropoxyaniline (2.0 g) and 3,4,5,6-tetrahydrophthalic anhydride (1.23 g) were dissolved in acetic acid (10 ml) and refluxed for 3 hours. The resultant mixture was allowed to cool to room temperature and poured into water, followed by extraction with ether. The ether extract was washed with water, dried over anhydrous sodium sulfate and subjected to filtration. The filtrate was concentrated under reduced pressure, and the residue was purified by silica gel chromatography to ...